This data is from the Open Reaction Database (ORD), a public repository of structured organic reaction records. The task is: describe an organic reaction: reactants, conditions, products, and yield Reactants: P(=O)(Cl)(Cl)Cl (phosphoryl chloride), ClC=1C=CC2=C(CN3C(C(N2)=O)=CC(=C3)C)C1 (7-chloro-2-methyl-5,10-dihydro-11H-pyrrolo[2,1-c][1,4]benzodiazepin-11-one), P(=O)(Cl)(Cl)Cl (phosphoryl chloride), CN(C1=CC=CC=C1)C (N,N-dimethylaniline). Solvent: COC1=CC=CC=C1 (methoxybenzene). Reaction conditions: temperature 90 celsius. The product is ClC=1C=CC2=C(CN3C(C(=N2)Cl)=CC(=C3)C)C1 (7,11-dichloro-2-methyl-5H-pyrrolo[2,1-c][1,4]benzodiazepine). Yield: 77.9%. Reaction SMILES: [Cl:1][C:2]1[CH:3]=[CH:4][C:5]2[NH:11][C:10](=O)[C:9]3=[CH:13][C:14]([CH3:16])=[CH:15][N:8]3[CH2:7][C:6]=2[CH:17]=1.CN(C)C1C=CC=CC=1.P(Cl)(Cl)([Cl:29])=O>COC1C=CC=CC=1>[Cl:1][C:2]1[CH:3]=[CH:4][C:5]2[N:11]=[C:10]([Cl:29])[C:9]3=[CH:13][C:14]([CH3:16])=[CH:15][N:8]3[CH2:7][C:6]=2[CH:17]=1. Procedure: To a suspension of 7-chloro-2-methyl-5,10-dihydro-11H-pyrrolo[2,1-c][1,4]benzodiazepin-11-one (40.6 g, 164.58 mmoles) in methoxybenzene (250 mL) at 70° C. add N,N-dimethylaniline (2.8 equiv; 58.59 mL, 460.8 mmoles) in one portion followed by phosphoryl chloride (2.3 equiv (molar); 35.18 mL, 378.52 mmoles) over 20 minutes, controlling the exotherm by addition. Heat the resultant dark solution at 90° C. for 1.5 h. Add additional phosphoryl chloride (0.33 equiv; 5.05 mL, 54.31 mmoles) and heat the ... The reactants are CSCS(C)=O (Formaldehyde dimethyl mercaptal S-oxide), BrCCCCBr (1,4-dibromobutane), O1CCCC1 (tetrahydrofuran), [H-].[Na+] (sodium hydride). Solvent: C(Cl)Cl (methylene chloride). Reaction conditions: time 30 minute. Yields the product CSC1(CCCC1)S(C)=O (cyclopentanone dimethyl mercaptal S-oxide). Yield: 46.0%. RXN SMILES: [CH3:1][S:2][CH2:3][S:4](=[O:6])[CH3:5].O1[CH2:11][CH2:10][CH2:9][CH2:8]1.[H-].[Na+].BrCCCCBr>C(Cl)Cl>[CH3:1][S:2][C:3]1([S:4](=[O:6])[CH3:5])[CH2:11][CH2:10][CH2:9][CH2:8]1 |f:2.3|. Reported procedure: Formaldehyde dimethyl mercaptal S-oxide (1.49g) was dissolved in 15 ml. of tetrahydrofuran, and with ice cooling, 665 mg of sodium hydride was added. The mixture was stirred for 30 minutes with ice cooling, and then 2.936g of 1,4-dibromobutane was added. The mixture was stirred for 1 hour with ice cooling, for 24 hours at room temperature, and then for 44.5 hours at 50° C. Then, 100 ml. of methylene chloride was added, and the insoluble matter was separated. The filtrate was concentrated at redu... The reactants are CC(=O)C (acetone), C([C@@H](O)[C@@H](O)[C@H](O)[C@H](O)CO)O (D-mannitol), [Sb](F)(F)(F)(F)F (antimony pentafluoride). Run in N1=CC=CC=C1 (pyridine). Run at temperature 60 celsius, time 7 hour. Yields the product CC1(OCC(O1)C2C(OC(O2)(C)C)C3COC(O3)(C)C)C (1,2:3,4:5,6-tri-O-isopropylidene-D-mannitol). The yield is 93.3%. As a reaction SMILES: [CH3:1][C:2]([CH3:4])=[O:3].[CH2:5]([OH:16])[C@H:6]([C@H:8]([C@@H:10]([C@@H:12]([CH2:14]O)[OH:13])[OH:11])[OH:9])[OH:7].[Sb](F)(F)(F)(F)F>N1C=CC=CC=1>[CH3:1][C:2]1([CH3:4])[O:13][CH:12]([CH:10]2[O:11][C:6]([CH3:8])([CH3:5])[O:9][CH:8]2[CH:6]2[O:7][C:12]([CH3:14])([CH3:10])[O:16][CH2:5]2)[CH2:14][O:3]1. Procedure: To 200 ml of acetone were added 10.0 g of D-mannitol and 65 mg of antimony pentafluoride, and the mixture was refluxed with stirring in a water bath of 60° C. for 7 hours. During this reaction, the refluxing solvent was dried with 20 g of Molecular Sieves 3A interposed between the reaction vessel and the condenser. After completion of the reaction, a small amount of pyridine was added to the reaction solution, and the solvent was distilled off under reduced pressure. The residue was dissolved in... The reactants are ClCCl, COc1cc(C(=O)Cl)cc(OC)c1OC, CC(C)=O, COc1ccc(C2Sc3c(ccc4ccccc34)N(CCN(C)C)C(=O)C2O)cc1, c1ccncc1. The product is COc1ccc(C2Sc3c(ccc4ccccc34)N(CCN(C)C)C(=O)C2OC(=O)c2cc(OC)c(OC)c(OC)c2)cc1. RXN SMILES: [CH2:52]([Cl:53])[Cl:54].[CH3:31][O:32][c:33]1[cH:34][c:35]([C:36](=[O:37])[Cl:38])[cH:39][c:40]([O:44][CH3:45])[c:41]1[O:42][CH3:43].[CH3:55][C:56]([CH3:57])=[O:58].[OH:1][CH:2]1[C:3](=[O:30])[N:4]([CH2:25][CH2:26][N:27]([CH3:28])[CH3:29])[c:5]2[c:6]([c:17]3[cH:18][cH:19][cH:20][cH:21][c:22]3[cH:23][cH:24]2)[S:7][CH:8]1[c:9]1[cH:10][cH:11][c:12]([O:15][CH3:16])[cH:13][cH:14]1.[cH:46]1[cH:47][cH:48][n:49][cH:50][cH:51]1>>[O:1]([CH:2]1[C:3](=[O:30])[N:4]([CH2:25][CH2:26][N:27]([CH3:28])[CH3:29])[c:5]2[c:6]([c:17]3[cH:18][cH:19][cH:20][cH:21][c:22]3[cH:23][cH:24]2)[S:7][CH:8]1[c:9]1[cH:10][cH:11][c:12]([O:15][CH3:16])[cH:13][cH:14]1)[C:36]([c:35]1[cH:34][c:33]([O:32][CH3:31])[c:41]([O:42][CH3:43])[c:40]([O:44][CH3:45])[cH:39]1)=[O:37]. The reactants are [BH3-]C#N, CC(=O)[O-], CO, [NH4+], [Na+], O=C1CCN(C(=O)CCc2ccccc2)CC1. Yields the product NC1CCN(C(=O)CCc2ccccc2)CC1. Reaction SMILES: [C:23](#[N:24])[BH3-:25].[CH3:19][C:20](=[O:21])[O-:22].[CH3:27][OH:28].[NH4+:18].[Na+:26].[c:1]1([CH2:7][CH2:8][C:9](=[O:10])[N:11]2[CH2:12][CH2:13][C:14](=[O:17])[CH2:15][CH2:16]2)[cH:2][cH:3][cH:4][cH:5][cH:6]1>>[c:1]1([CH2:7][CH2:8][C:9](=[O:10])[N:11]2[CH2:12][CH2:13][CH:14]([NH2:24])[CH2:15][CH2:16]2)[cH:2][cH:3][cH:4][cH:5][cH:6]1.